Dataset: the Open Reaction Database (ORD), a public repository of structured organic reaction records. Task: describe an organic reaction: reactants, conditions, products, and yield Reactants: COC(C(C)=O)=O (2-oxopropionic acid methyl ester), C(C=C)Br (allyl bromide), [In] (indium), CO.Cl (MeOH HCl). Reaction conditions: time 3 day. Yields the product COC(C(CC=C)(C)O)=O (2-hydroxy-2-methylpent-4-enoic acid methyl ester). As a reaction SMILES: [CH3:1][O:2][C:3](=[O:7])[C:4](=[O:6])[CH3:5].[CH2:8](Br)[CH:9]=C.[In].[CH3:13]O.Cl>>[CH3:1][O:2][C:3](=[O:7])[C:4]([OH:6])([CH3:13])[CH2:5][CH:8]=[CH2:9] |f:3.4|. Procedure details: To a stirring solution of 2-oxopropionic acid methyl ester (1.0 g, 0.903 mmol), allyl bromide (1.8 mL, 21.32 mmol) in MeOH/HCl (1:4, 10 mL), is added indium powder (1.12 g, 9.76 mmol). The mixture is stirred for 3 days at room temperature. The mixture is quenched with NaHCO3 and extracted with DCM (3×50 mL). The organic layers are washed with water (2×50 mL) and brine. The combined organic layers are dried with MgSO4 and concentrated to afford 2-hydroxy-2-methylpent-4-enoic acid methyl ester: (M...